This data is from the Open Reaction Database (ORD), a public repository of structured organic reaction records. The task is: describe an organic reaction: reactants, conditions, products, and yield As a reaction SMILES: O=[C:2](Cl)[O:3][C:4](Cl)(Cl)Cl.[C:9]([O:12][C:13]1[CH:24]=[CH:23][C:16]([CH2:17][C@@H:18]([C:20]([OH:22])=[O:21])[NH2:19])=[CH:15][CH:14]=1)(=[O:11])[CH3:10].C>O1CCOCC1>[N-:19]=[C:4]=[O:3].[CH3:2][O:21][C:20](=[O:22])[C@H:18]([CH2:17][C:16]1[CH:23]=[CH:24][C:13]([O:12][C:9](=[O:11])[CH3:10])=[CH:14][CH:15]=1)[NH2:19] |f:4.5|. The product is [N-]=C=O.COC([C@@H](N)CC1=CC=C(C=C1)OC(C)=O)=O (O-acetyltyrosine methyl ester isocyanate). Solvent: O1CCOCC1 (dioxane). Procedure details: 0.35 mol diphosgene is added dropwise over 1 hour to a mixture of 0.28 mol of the methyl ester of O-acetyltyrosine and 0.4 g activated charcoal in 400 mL dioxane under N2. The reaction mixture is then heated and stirred at reflux for 21/2 hours. The reaction mixture is then cooled, filtered, and concentrated to dryness by rotary evaporator, keeping exposure to moisture to a minimum. The crude product is re-dissolved in 100 mL THF, and the pH of the solution is adjusted to 5.5-6.0 by addition of ... Reactants: O=C(OC(Cl)(Cl)Cl)Cl (diphosgene), methyl ester, C(C)(=O)OC1=CC=C(C[C@H](N)C(=O)O)C=C1 (O-acetyltyrosine), C (charcoal). Procedure: Benzyl 3-(3-{1-[(tert-butoxycarbonyl)amino]ethyl}-5-chloro-2-ethoxy-6-methylphenyl)azetidine-1-carboxylate (65 mg, 0.13 mmol, second peak from chiral separation in previous step) was treated with 4.0 M HCl in dioxane (0.4 mL, 2 mmol) in methylene chloride (0.4 mL, 6 mmol) at room temperature for 2 hours. The reaction mixture was evaporated to dryness to give benzyl 3-[3-[1-aminoethyl]-5-chloro-2-ethoxy-6-methylphenyl]azetidine-1-carboxylate hydrochloride. LCMS calculated for C22H28ClN2O3 (M+H)+:... RXN SMILES: C(OC([NH:8][CH:9]([C:11]1[C:12]([O:33][CH2:34][CH3:35])=[C:13]([CH:19]2[CH2:22][N:21]([C:23]([O:25][CH2:26][C:27]3[CH:32]=[CH:31][CH:30]=[CH:29][CH:28]=3)=[O:24])[CH2:20]2)[C:14]([CH3:18])=[C:15]([Cl:17])[CH:16]=1)[CH3:10])=O)(C)(C)C.Cl.O1CCOCC1.C(Cl)Cl>>[ClH:17].[NH2:8][CH:9]([C:11]1[C:12]([O:33][CH2:34][CH3:35])=[C:13]([CH:19]2[CH2:22][N:21]([C:23]([O:25][CH2:26][C:27]3[CH:32]=[CH:31][CH:30]=[CH:29][CH:28]=3)=[O:24])[CH2:20]2)[C:14]([CH3:18])=[C:15]([Cl:17])[CH:16]=1)[CH3:10] |f:4.5|. The reactants are C(C)(C)(C)OC(=O)NC(C)C=1C(=C(C(=C(C1)Cl)C)C1CN(C1)C(=O)OCC1=CC=CC=C1)OCC (Benzyl 3-(3-{1-[(tert-butoxycarbonyl)amino]ethyl}-5-chloro-2-ethoxy-6-methylphenyl)azetidine-1-carboxylate), Cl (HCl), O1CCOCC1 (dioxane), C(Cl)Cl (methylene chloride). Product: Cl.NC(C)C=1C(=C(C(=C(C1)Cl)C)C1CN(C1)C(=O)OCC1=CC=CC=C1)OCC (benzyl 3-[3-[1-aminoethyl]-5-chloro-2-ethoxy-6-methylphenyl]azetidine-1-carboxylate hydrochloride).